Dataset: the Open Reaction Database (ORD), a public repository of structured organic reaction records. Task: describe an organic reaction: reactants, conditions, products, and yield The reactants are BrCCCCCBr (1,5-dibromopentane), O=CC1=CC(OC)=C(O)C=C1 (vanillin), C([O-])([O-])=O.[K+].[K+] (potassium carbonate). Solvent: CC(=O)C (acetone). Reaction conditions: time 8 hour. Yields the product BrCCCCCC(=O)C1=C(C=C(C=O)C=C1)OC (4-(6-bromo-hexanoyl)-3-methoxy-benzaldehyde). Yield: 80.0%. Reaction SMILES: Br[CH2:2][CH2:3][CH2:4][CH2:5][CH2:6][Br:7].[O:8]=[CH:9][C:10]1[CH:18]=[CH:17][C:15](O)=[C:12]([O:13][CH3:14])[CH:11]=1.[C:19](=O)([O-])[O-:20].[K+].[K+]>CC(C)=O>[Br:7][CH2:6][CH2:5][CH2:4][CH2:3][CH2:2][C:19]([C:15]1[CH:17]=[CH:18][C:10]([CH:9]=[O:8])=[CH:11][C:12]=1[O:13][CH3:14])=[O:20] |f:2.3.4|. Procedure details: An excess of 1,5-dibromopentane (100 g, 3 equivalents) was added to a suspension of vanillin (43) (22 g) and potassium carbonate (30 g) in acetone (700 mL). The reaction mixture was heated at reflux for 2.5 hours and then allowed to stir at room temperature overnight, at which time TLC and LC/MS showed the reaction to be complete. The suspension was subjected to vacuum filtration and the resulting acetone solution was evaporated to dryness under reduced pressure. The residue was applied to a pad...